From a dataset of the Open Reaction Database (ORD), a public repository of structured organic reaction records. describe an organic reaction: reactants, conditions, products, and yield Reactants: CC(C)(C)OC(=O)N1CCC(n2ncc3c(Cl)ncnc32)CC1, O=C([O-])[O-], Cc1nc(-c2ccc(O)cc2)no1, CN(C)C=O, [K+], [K+], [Na+], [Na+], O=C([O-])[O-]. Product: Cc1nc(-c2ccc(Oc3ncnc4c3cnn4C3CCN(C(=O)OC(C)(C)C)CC3)cc2)no1. As a reaction SMILES: [C:14]([CH3:15])([CH3:16])([CH3:17])[O:18][C:19](=[O:20])[N:21]1[CH2:22][CH2:23][CH:24]([n:27]2[n:28][cH:29][c:30]3[c:31]2[n:32][cH:33][n:34][c:35]3[Cl:36])[CH2:25][CH2:26]1.[C:37](=[O:38])([O-:39])[O-:40].[CH3:1][c:2]1[n:3][c:4](-[c:7]2[cH:8][cH:9][c:10]([OH:13])[cH:11][cH:12]2)[n:5][o:6]1.[CH3:49][N:50]([CH3:51])[CH:52]=[O:53].[K+:41].[K+:42].[Na+:43].[Na+:44].[O-:45][C:46](=[O:47])[O-:48]>>[CH3:1][c:2]1[n:3][c:4](-[c:7]2[cH:8][cH:9][c:10]([O:13][c:35]3[c:30]4[cH:29][n:28][n:27]([CH:24]5[CH2:23][CH2:22][N:21]([C:19]([O:18][C:14]([CH3:15])([CH3:16])[CH3:17])=[O:20])[CH2:26][CH2:25]5)[c:31]4[n:32][cH:33][n:34]3)[cH:11][cH:12]2)[n:5][o:6]1. Starting materials: OC1=CC=C(C=O)C=C1 (p-hydroxybenzaldehyde), C([O-])([O-])=O.[K+].[K+] (potassium carbonate), CS(=O)(=O)OCCC1=CC=C(C=C1)OS(=O)(=O)C (4-(methylsulfonyloxy)phenethyl methanesulfonate). Run in C(C)#N (acetonitrile), C(C)#N (acetonitrile). Product: CS(=O)(=O)OC1=CC=C(C=C1)CCOC1=CC=C(C=C1)C=O (4-[2-(4-formylphenoxy)ethyl]phenyl methanesulfonate). The yield is 66.1%. RXN SMILES: CS([O:5][CH2:6][CH2:7][C:8]1[CH:13]=[CH:12][C:11]([O:14][S:15]([CH3:18])(=[O:17])=[O:16])=[CH:10][CH:9]=1)(=O)=O.O[C:20]1[CH:27]=[CH:26][C:23]([CH:24]=[O:25])=[CH:22][CH:21]=1.C(=O)([O-])[O-].[K+].[K+]>C(#N)C>[CH3:18][S:15]([O:14][C:11]1[CH:12]=[CH:13][C:8]([CH2:7][CH2:6][O:5][C:20]2[CH:27]=[CH:26][C:23]([CH:24]=[O:25])=[CH:22][CH:21]=2)=[CH:9][CH:10]=1)(=[O:17])=[O:16] |f:2.3.4|. Procedure: 30 g (0.102 mole) 4-(methylsulfonyloxy)phenethyl methanesulfonate was dissolved in acetonitrile and slowly added to a mixture of 31.1 g (0.255 mole) p-hydroxybenzaldehyde and 41.46 g (0.3 mole) potassium carbonate in acetonitrile and refluxed until the starting material was consumed. The salt was filtered off, the solvent evaporated in vacuo, dichloromethane was added and the organic phase was washed with water. After evaporation of the solvent, purification by chromatography on silica gel using... The reactants are crude mixture, ClC1=C(C=CC=C1C)C(F)(F)F (Chloro-3-Methyl Benzotrifluoride), [N+](=O)(O)[O-] (HNO3). Conditions: time 20 minute. The product is ClC1=C(C=C(C=C1C)[N+](=O)[O-])C(F)(F)F (Chloro-3-Methyl-5-Nitro Benzotrifluoride). The yield is 98.1%. Reaction SMILES: [Cl:1][C:2]1[C:7]([CH3:8])=[CH:6][CH:5]=[CH:4][C:3]=1[C:9]([F:12])([F:11])[F:10].[N+:13]([O-])([OH:15])=[O:14]>>[Cl:1][C:2]1[C:7]([CH3:8])=[CH:6][C:5]([N+:13]([O-:15])=[O:14])=[CH:4][C:3]=1[C:9]([F:10])([F:11])[F:12]. Reported procedure: 72 gms of the crude mixture of 2, 4, and 6 mono chloro 3-methyl benzotrifluoride (0.37 moles) from Example I was added dropwise to 200 gms of 98% HNO3 at about -5° C. to 0° C. over a period of about 1 hour. After addition, solution was stirred for an additional 20 minutes. The solution was then washed with ice water and solvent extracted with CH2Cl2 to give 87 gms of an amber colored liquid. The liquid was distilled at 100°-110° C./(<0.1 mm) to give 84.5 gms of a yellow colored liquid (96% yield... The reactants are N(N)C=1C=C(C(=O)O)C=CC1 (3-hydrazinobenzoic acid), COC(CC(OC)OC)OC (1,1,3,3-tetramethoxypropane), Cl (hydrochloric acid), CO (methanol). The product is N1(N=CC=C1)C=1C=C(C(=O)OC)C=CC1 (methyl 3-(pyrazol-1-yl)benzoate). Reaction SMILES: [NH:1]([C:3]1[CH:4]=[C:5]([CH:9]=[CH:10][CH:11]=1)[C:6]([OH:8])=[O:7])[NH2:2].CO[CH:14](OC)[CH2:15][CH:16](OC)OC.Cl.[CH3:24]O>>[N:1]1([C:3]2[CH:4]=[C:5]([CH:9]=[CH:10][CH:11]=2)[C:6]([O:8][CH3:24])=[O:7])[CH:16]=[CH:15][CH:14]=[N:2]1. Procedure: The mixture of 3-hydrazinobenzoic acid (2.0 g), 1,1,3,3-tetramethoxypropane (2.2 ml) and conc. hydrochloric acid (2.4 ml) in methanol (10.0 ml) was heated under reflux for 2 hours, and the mixture was evaporated in vacuo. The residue was dissolved in ethyl acetate, washed with a saturated aqueous sodium bicarbonate solution and brine. The residue was obtained by evaporating solvent, and purified by column chromatography on silica gel eluting with dichloromethane. The fractions containing the des...